Dataset: the Open Reaction Database (ORD), a public repository of structured organic reaction records. Task: describe an organic reaction: reactants, conditions, products, and yield The reactants are C(=O)(O)[O-].[Na+] (NaHCO3), [SiH](CC)(CC)CC (HSiEt3), CC(C(=O)OC)C(C1=C(C=CC=C1)C)O (Methyl (±)-2-methyl-3-hydroxy-3-(2-tolyl)propionate), B(F)(F)F.CCOCC (BF3 ether). Solvent: C(Cl)Cl (CH2Cl2). Run at time 20 hour. Yields the product CC(C(=O)OC)CC1=C(C=CC=C1)C (Methyl (±)-2-methyl-3-(2-tolyl)-propionate). RXN SMILES: [SiH](CC)(CC)CC.[CH3:8][CH:9]([CH:14](O)[C:15]1[CH:20]=[CH:19][CH:18]=[CH:17][C:16]=1[CH3:21])[C:10]([O:12][CH3:13])=[O:11].B(F)(F)F.CCOCC.C([O-])(O)=O.[Na+]>C(Cl)Cl>[CH3:8][CH:9]([CH2:14][C:15]1[CH:20]=[CH:19][CH:18]=[CH:17][C:16]=1[CH3:21])[C:10]([O:12][CH3:13])=[O:11] |f:2.3,4.5|. Reported procedure: 132 ml (826 mmol) of HSiEt3 were added to 86 g (413 mmol) of β-hydroxy ester f1 in 800 ml of CH2Cl2. 102 ml (826 mmol) of BF3 -ether were added in portions at -5°--10° C. in the course of 5-10 minutes. After 20 hours at room temperature, the mixture was worked up. After hydrolysis with 220 ml of NaHCO3 (pH 3), the mixture was extracted with ether, and the organic phase was separated off, washed with NaCl solution, dried and distilled (120° C./1 mmHg). Starting materials: [Mn](=O)(=O)(=O)[O-].[K+] (potassium permanganate), BrC1=CC=C(N1C1=NC=CC=N1)C=O (5-bromo-1-(2-pyrimidinyl)-1H-pyrrole-2-carbaldehyde), CC(=O)C (acetone), [OH-].[Na+] (sodium hydroxide). The solvent is O (water). Run at temperature 40 celsius, time 4 hour. The product is BrC1=CC=C(N1C1=NC=CC=N1)C(=O)O (5-bromo-1-(2-pyrimidinyl)-1H-pyrrole-2-carboxylic acid). Reaction SMILES: [Mn]([O-])(=O)(=O)=O.[K+].[Br:7][C:8]1[N:12]([C:13]2[N:18]=[CH:17][CH:16]=[CH:15][N:14]=2)[C:11]([CH:19]=[O:20])=[CH:10][CH:9]=1.CC(C)=[O:23].[OH-].[Na+]>O>[Br:7][C:8]1[N:12]([C:13]2[N:18]=[CH:17][CH:16]=[CH:15][N:14]=2)[C:11]([C:19]([OH:23])=[O:20])=[CH:10][CH:9]=1 |f:0.1,4.5|. Procedure details: A solution of 2.0 g of potassium permanganate in 10 ml of water was added dropwise to a mixture of 0.76 g of 5-bromo-1-(2-pyrimidinyl)-1H-pyrrole-2-carbaldehyde and 18 ml of acetone while the mixture was maintained at 40° C. The resulting mixture was stirred at 40° C. for 4 hours. A precipitate was filtered off to obtain a filtrate. The filtrate was adjusted to pH 10-12 by an addition of a 2N aqueous sodium hydroxide solution, and then washed with chloroform two times. The aqueous layer was adju...